From a dataset of the Open Reaction Database (ORD), a public repository of structured organic reaction records. describe an organic reaction: reactants, conditions, products, and yield Starting materials: [N+](=O)([O-])C1=CC=C(C=C1)N1CCOCC1 (4-(4-Nitro-phenyl)-morpholine), [Mn](=O)(=O)(=O)[O-].[K+] (potassium permanganate), [O-]S(=O)[O-].[Na+].[Na+] (Na2SO3). The reagents and catalysts are [Cl-].C(C1=CC=CC=C1)[N+](CC)(CC)CC (Benzyl-triethyl-ammonium chloride). Run in C(Cl)Cl (DCM), O (water). Run at time 1 hour. Yields the product [N+](=O)([O-])C1=CC=C(C=C1)N1C(COCC1)=O (4-(4-Nitro-phenyl)-morpholin-3-one). As a reaction SMILES: [N+:1]([C:4]1[CH:9]=[CH:8][C:7]([N:10]2[CH2:15][CH2:14][O:13][CH2:12][CH2:11]2)=[CH:6][CH:5]=1)([O-:3])=[O:2].[Mn]([O-])(=O)(=O)=[O:17].[K+].[O-]S([O-])=O.[Na+].[Na+]>C(Cl)Cl.[Cl-].C([N+](CC)(CC)CC)C1C=CC=CC=1.O>[N+:1]([C:4]1[CH:5]=[CH:6][C:7]([N:10]2[CH2:15][CH2:14][O:13][CH2:12][C:11]2=[O:17])=[CH:8][CH:9]=1)([O-:3])=[O:2] |f:1.2,3.4.5,7.8|. Reported procedure: To a solution of 10 g 4-(4-Nitro-phenyl)-morpholine in 200 ml DCM, 32 g Benzyl-triethyl-ammonium chloride and 22.7 g potassium permanganate (325 mesh) were cautiously added at RT. After stirring for 1 h at RT the reaction mixture was heated to reflux for 10 h. Then a solution of 95 g Na2SO3 in 450 ml water were added under ice cooling and vigourous stirring. The mixture was filtered through a pad of celite and the filtrate was concentrated under reduced pressure. The yellow solid was stirred wit... Reactants: CO, [Na+], C1CCOC1, [OH-], COC(=O)C(Oc1nc(OC)cc(OC)n1)C(C)(F)c1cccs1. Yields the product COc1cc(OC)nc(OC(C(=O)O)C(C)(F)c2cccs2)n1. Reaction SMILES: [CH3:27][OH:28].[Na+:26].[O:29]1[CH2:30][CH2:31][CH2:32][CH2:33]1.[OH-:25].[s:1]1[c:2]([C:6]([CH:7]([C:8](=[O:9])[O:10][CH3:11])[O:12][c:13]2[n:14][c:15]([O:21][CH3:22])[cH:16][c:17]([O:19][CH3:20])[n:18]2)([CH3:23])[F:24])[cH:3][cH:4][cH:5]1>>[s:1]1[c:2]([C:6]([CH:7]([C:8](=[O:9])[OH:10])[O:12][c:13]2[n:14][c:15]([O:21][CH3:22])[cH:16][c:17]([O:19][CH3:20])[n:18]2)([CH3:23])[F:24])[cH:3][cH:4][cH:5]1.